From a dataset of the Open Reaction Database (ORD), a public repository of structured organic reaction records. describe an organic reaction: reactants, conditions, products, and yield Starting materials: COc1cc(F)c(C)cc1[N+](=O)[O-], CS(C)=O, [K+], [K+], OCCC1CCNCC1, O=C([O-])[O-], O. Product: COc1cc(N2CCC(CCO)CC2)c(C)cc1[N+](=O)[O-]. RXN SMILES: [CH3:1][O:2][c:3]1[c:4]([N+:11](=[O:12])[O-:13])[cH:5][c:6]([CH3:10])[c:7]([F:9])[cH:8]1.[CH3:30][S:31]([CH3:32])=[O:33].[K+:23].[K+:24].[NH:14]1[CH2:15][CH2:16][CH:17]([CH2:20][CH2:21][OH:22])[CH2:18][CH2:19]1.[O-:25][C:26]([O-:27])=[O:28].[OH2:29]>>[CH3:1][O:2][c:3]1[c:4]([N+:11](=[O:12])[O-:13])[cH:5][c:6]([CH3:10])[c:7]([N:14]2[CH2:15][CH2:16][CH:17]([CH2:20][CH2:21][OH:22])[CH2:18][CH2:19]2)[cH:8]1.